describe an organic reaction: reactants, conditions, products, and yield From a dataset of the Open Reaction Database (ORD), a public repository of structured organic reaction records. Starting materials: CCO, COCc1cc(N)c([N+](=O)[O-])c(N)n1. As a reaction SMILES: [CH3:15][CH2:16][OH:17].[CH3:1][O:2][CH2:3][c:4]1[cH:5][c:6]([NH2:14])[c:7]([N+:11]([O-:12])=[O:13])[c:8]([NH2:10])[n:9]1>>[CH3:1][O:2][CH2:3][c:4]1[cH:5][c:6]([NH2:14])[c:7]([NH2:11])[c:8]([NH2:10])[n:9]1. Yields the product COCc1cc(N)c(N)c(N)n1.